From a dataset of the Open Reaction Database (ORD), a public repository of structured organic reaction records. describe an organic reaction: reactants, conditions, products, and yield Starting materials: COC(=O)C1CCC(C#C[Si](C)(C)C)N1C(=O)OC, ClC(Cl)Cl, C[Si](C)(C)I. The product is COC(=O)C1CCC(C#C[Si](C)(C)C)N1. As a reaction SMILES: [CH3:1][Si:2]([CH3:3])([CH3:4])[C:5]#[C:6][CH:7]1[CH2:8][CH2:9][CH:10]([C:16](=[O:17])[O:18][CH3:19])[N:11]1[C:12]([O:13][CH3:14])=[O:15].[CH:25]([Cl:26])([Cl:27])[Cl:28].[I:20][Si:21]([CH3:22])([CH3:23])[CH3:24]>>[CH3:1][Si:2]([CH3:3])([CH3:4])[C:5]#[C:6][CH:7]1[CH2:8][CH2:9][CH:10]([C:16](=[O:17])[O:18][CH3:19])[NH:11]1. The reactants are COC1=CC=C(C=N[C@@H](C)C(=O)[O-])C=C1.[Na+] (sodium N-(para-methoxybenzylidene)-(L)-alaninate), O(C1=CC=CC=C1)CC(=O)Cl (phenoxyacetyl chloride). The product is COC1=CC=C(C=C1)[C@@H]1OC([C@@H](N1C(COC1=CC=CC=C1)=O)C)=O ((2S,4S)-2-(4'-Methoxyphenyl)-4-methyl-N-phenoxyacetyl-1,3-oxazolidin-5-one). Reaction SMILES: [CH3:1][O:2][C:3]1[CH:15]=[CH:14][C:6]([CH:7]=[N:8][C@H:9]([C:11]([O-:13])=[O:12])[CH3:10])=[CH:5][CH:4]=1.[Na+].[O:17]([CH2:24][C:25](Cl)=[O:26])[C:18]1[CH:23]=[CH:22][CH:21]=[CH:20][CH:19]=1>>[CH3:1][O:2][C:3]1[CH:4]=[CH:5][C:6]([C@H:7]2[N:8]([C:25](=[O:26])[CH2:24][O:17][C:18]3[CH:23]=[CH:22][CH:21]=[CH:20][CH:19]=3)[C@@H:9]([CH3:10])[C:11](=[O:13])[O:12]2)=[CH:14][CH:15]=1 |f:0.1|. Procedure details: (2S,4S)-2-(4'-Methoxyphenyl)-4-methyl-N-phenoxyacetyl-1,3-oxazolidin-5-one (18) was prepared from sodium N-(para-methoxybenzylidene)-(L)-alaninate (2.29 g, 10.0 mM) and phenoxyacetyl chloride (1.37 mL, 10.0 mM) following general procedure D and obtained as a colourless oil after purification by flash column chromatography, using 20% ethyl acetate/petroleum ether as eluant (1.87 g, 55%, mixture of two diastereomers in a ratio of 4:1 by 1H-NMR). Upon trituration with diethyl ether 18 was obtained ... Procedure: A solution of the sodium salt of antibiotic X-537A (6.12 g.) in pyridine (10 ml.) was stirred at room temperature under nitrogen with 3 g. of nicotinoyl chloride hydrochloride for 13 days. Extraction and purification as in Example 22 gave a yellow residue which resisted crystallization. Attempted crystallization from hexane gave a gum which was dried on a clay plate to an amorphous solid, m.p. 81°-92° (dec.) [α]D25 -14.64° (C=1.04 in methanol). The reactants are [Na] (sodium), CC[C@H]([C@@H]1[C@H](C[C@@](O1)(CC)[C@H]2CC[C@@]([C@@H](O2)C)(CC)O)C)C(=O)[C@@H](C)[C@H]([C@H](C)CCC3=C(C(=C(C=C3)C)O)C(=O)O)O (X-537A), Cl.C(C1=CN=CC=C1)(=O)Cl (nicotinoyl chloride hydrochloride). The solvent is N1=CC=CC=C1 (pyridine). Product: [NH4+].CC=1C(=C(C(=O)[O-])C(=CC1)CCC(C(C(C(C(C1OC(CC1C)(C1OC(C(CC1)(O)CC)C)CC)CC)=O)C)O)C)OC(C1=CN=CC=C1)=O (ammonium 3-methyl-2-nicotinoyloxy-6-{7-ethyl-4-hydroxy-3,5-dimethyl-6-oxo-7-[5-ethyl-3-methyl-5-(5-ethyl-5-hydroxy-6-methyl-2-tetrahydropyranyl)-2-tetrahydrofuryl]heptyl}benzoate). Reaction SMILES: [Na].[CH3:2][CH2:3][C@@H:4]([C:23]([C@H:25]([C@@H:27]([OH:43])[C@@H:28]([CH2:30][CH2:31][C:32]1[CH:37]=[CH:36][C:35]([CH3:38])=[C:34]([OH:39])[C:33]=1[C:40]([OH:42])=[O:41])[CH3:29])[CH3:26])=[O:24])[C@H:5]1[O:9][C@@:8]([C@@H:12]2[O:17][C@@H:16]([CH3:18])[C@@:15]([OH:21])([CH2:19][CH3:20])[CH2:14][CH2:13]2)([CH2:10][CH3:11])[CH2:7][C@@H:6]1[CH3:22].Cl.[C:45](Cl)(=[O:52])[C:46]1[CH:51]=[CH:50][CH:49]=[N:48][CH:47]=1>N1C=CC=CC=1>[NH4+:48].[CH3:38][C:35]1[C:34]([O:39][C:45](=[O:52])[C:46]2[CH:51]=[CH:50][CH:49]=[N:48][CH:47]=2)=[C:33]([C:32]([CH2:31][CH2:30][CH:28]([CH3:29])[CH:27]([OH:43])[CH:25]([CH3:26])[C:23](=[O:24])[CH:4]([CH2:3][CH3:2])[CH:5]2[CH:6]([CH3:22])[CH2:7][C:8]([CH2:10][CH3:11])([CH:12]3[CH2:13][CH2:14][C:15]([CH2:19][CH3:20])([OH:21])[CH:16]([CH3:18])[O:17]3)[O:9]2)=[CH:37][CH:36]=1)[C:40]([O-:42])=[O:41] |f:2.3,5.6,^1:0|. Reactants: C(C)(=O)N1C(C(C2=CC=C(C=C12)C(=O)OCC)=C(C1=CC=CC=C1)OCC)=O (1-acetyl-3-(1-ethoxy-1-phenylmethylene)-6-ethoxycarbonyl-2-indolinone), C(C)(C)(C)OC(=O)C1=CC=C(N)C=C1 (4-tert.butyloxycarbonyl-aniline). Product: C(C)(C)(C)OC(=O)C1=CC=C(N\C(\C2=CC=CC=C2)=C\2/C(NC3=CC(=CC=C23)C(=O)OCC)=O)C=C1 (3-Z-[1-(4-tert.butyloxycarbonyl-anilino)-1-phenyl-methylene]-6-ethoxycarbonyl-2-indolinone). As a reaction SMILES: C([N:4]1[C:12]2[C:7](=[CH:8][CH:9]=[C:10]([C:13]([O:15][CH2:16][CH3:17])=[O:14])[CH:11]=2)[C:6](=[C:18](OCC)[C:19]2[CH:24]=[CH:23][CH:22]=[CH:21][CH:20]=2)[C:5]1=[O:28])(=O)C.[C:29]([O:33][C:34]([C:36]1[CH:42]=[CH:41][C:39]([NH2:40])=[CH:38][CH:37]=1)=[O:35])([CH3:32])([CH3:31])[CH3:30]>>[C:29]([O:33][C:34]([C:36]1[CH:37]=[CH:38][C:39]([NH:40]/[C:18](=[C:6]2\[C:5](=[O:28])[NH:4][C:12]3[C:7]\2=[CH:8][CH:9]=[C:10]([C:13]([O:15][CH2:16][CH3:17])=[O:14])[CH:11]=3)/[C:19]2[CH:24]=[CH:23][CH:22]=[CH:21][CH:20]=2)=[CH:41][CH:42]=1)=[O:35])([CH3:32])([CH3:30])[CH3:31]. Reported procedure: Prepared from 1-acetyl-3-(1-ethoxy-1-phenylmethylene)-6-ethoxycarbonyl-2-indolinone and 4-tert.butyloxycarbonyl-aniline Rf value: 0.4 (aluminium oxide, methylene chloride/ethanol=40:1) C29H28N2O5 Reactants: CC1=CC=C(C=C1)S(=O)(=O)O (Tosic Acid), solution, OCC[C@H]1[C@H](C1)C1CCN(CC1)C#N (4-[(1R,2S)-2-(2-hydroxyethyl)cyclopropyl]piperidine-1-carbonitrile), OCC[C@H]1[C@H](C1)C1CCN(CC1)C#N (4-[(1R,2S)-2-(2-hydroxyethyl)cyclopropyl]piperidine-1-carbonitrile), ONC(COC)=N (N-hydroxy-2-methoxyethanimidamide). Reagents/catalysts: [Cl-].[Zn+2].[Cl-] (zinc chloride). Solvent: C1CCOC1 (THF), CCOC(=O)C (EtOAc), C(C)(=O)OCC (ethyl acetate), C1CCOC1 (THF). Reaction conditions: temperature 70 celsius, time 30 minute. Yields the product COCC1=NOC(=N1)N1CCC(CC1)[C@@H]1[C@@H](C1)CCO (2-((1S,2R)-2-{1-[3-(methoxymethyl)-1,2,4-oxadiazol-5-yl]piperidin-4-yl}cyclopropyl)ethanol). RXN SMILES: [OH:1][CH2:2][CH2:3][C@@H:4]1[CH2:6][C@@H:5]1[CH:7]1[CH2:12][CH2:11][N:10]([C:13]#[N:14])[CH2:9][CH2:8]1.[OH:15][NH:16][C:17](=N)[CH2:18][O:19][CH3:20].CC1C=CC(S(O)(=O)=O)=CC=1>C1COCC1.C(OCC)(=O)C.[Cl-].[Zn+2].[Cl-]>[CH3:20][O:19][CH2:18][C:17]1[N:14]=[C:13]([N:10]2[CH2:9][CH2:8][CH:7]([C@H:5]3[CH2:6][C@H:4]3[CH2:3][CH2:2][OH:1])[CH2:12][CH2:11]2)[O:15][N:16]=1 |f:5.6.7|. Procedure details: In a 500 ml RBF was added a solution of 4-[(1R,2S)-2-(2-hydroxyethyl)cyclopropyl]piperidine-1-carbonitrile (from Step B, Intermediate 7; 7.5 g, 40 mmol) in 1:1 THF:EtOAc (150 ml). To this solution was added N-hydroxy-2-methoxyethanimidamide (5 g, 45 mmol) as a solid and the resulting mixture was stirred to yield a clear solution. An addition funnel was added to the flask and the whole set up was set under nitrogen atmosphere. The solution was placed in an oil bath heated to 70° C. A 0.5M solutio...